This data is from the Open Reaction Database (ORD), a public repository of structured organic reaction records. The task is: describe an organic reaction: reactants, conditions, products, and yield Solvent: C1CCOC1.O (THF water). The reactants are C(C)(C)(C)OC(=O)N[C@@H](C(C(=O)OCC1=CC=CC=C1)C)C(=O)OC (4-benzyl 1-methyl N-(tert-butoxycarbonyl)-3-methyl-L-aspartate), [OH-].[Li+] (lithium hydroxide). Procedure: To a solution of 4-benzyl 1-methyl N-(tert-butoxycarbonyl)-3-methyl-L-aspartate (Preparation 68, 0.5 g, 1.52 mmol) in THF/water (50 mL/10 mL) was added lithium hydroxide (34 mg, 1.42 mmol) at 0° C. and the reaction stirred warming slowly to room temperature for 18 hours. The reaction was extracted with heptane and the aqueous was acidified with 10% aqueous KHSO4 solution. The solution was extracted with EtOAc, washed with brine, dried over Na2SO4 and concentrated in vacuo. The residue was purifi... As a reaction SMILES: [C:1]([O:5][C:6]([NH:8][C@H:9]([C:22]([O:24]C)=[O:23])[CH:10]([CH3:21])[C:11]([O:13][CH2:14][C:15]1[CH:20]=[CH:19][CH:18]=[CH:17][CH:16]=1)=[O:12])=[O:7])([CH3:4])([CH3:3])[CH3:2].[OH-].[Li+]>C1COCC1.O>[CH2:14]([O:13][C:11](=[O:12])[CH:10]([CH3:21])[C@H:9]([NH:8][C:6]([O:5][C:1]([CH3:3])([CH3:2])[CH3:4])=[O:7])[C:22]([OH:24])=[O:23])[C:15]1[CH:20]=[CH:19][CH:18]=[CH:17][CH:16]=1 |f:1.2,3.4|. Yield: 35.5%. The product is C(C1=CC=CC=C1)OC(C([C@@H](C(=O)O)NC(=O)OC(C)(C)C)C)=O ((2S)-4-(Benzyloxy)-2-[(tert-butoxycarbonyl)amino]-3-methyl-4-oxobutanoic acid). Reactants: COC(CC[C@@H](C)[C@H]1CC[C@H]2C3=CC=C4C([C@H](CC[C@]4(C)[C@H]3CC[C@]12C)O[Si](C)(C)C(C)(C)C)(C)C)=O (3β-tert-Butyldimethylsilyloxy-4,4-dimethylchola-5,7-dien-24-oic acid methyl ester), C1=CC=CC=C1 (benzene), Cl (hydrogen chloride). The solvent is C(C)O (ethanol). The product is C(C)OC(CC[C@@H](C)[C@H]1CC=C2C=3CC[C@H]4C([C@H](CC[C@]4(C)C3CC[C@]12C)O)(C)C)=O (3β-Hydroxy-4,4-dimethyl-5α-chola-8,14-dien-24-oic Acid Ethyl Ester). RXN SMILES: [CH3:1][O:2][C:3](=[O:37])[CH2:4][CH2:5][C@H:6]([C@@H:8]1[C@:25]2([CH3:26])[C@H:11]([C:12]3[C@H:22]([CH2:23][CH2:24]2)[C@:20]2([CH3:21])[C:15]([C:16]([CH3:36])([CH3:35])[C@@H:17]([O:27][Si](C(C)(C)C)(C)C)[CH2:18][CH2:19]2)=[CH:14][CH:13]=3)[CH2:10][CH2:9]1)[CH3:7].[CH:38]1C=CC=CC=1.Cl>C(O)C>[CH2:1]([O:2][C:3](=[O:37])[CH2:4][CH2:5][C@H:6]([C@@H:8]1[C@:25]2([CH3:26])[C:11]([C:12]3[CH2:13][CH2:14][C@@H:15]4[C@:20]([C:22]=3[CH2:23][CH2:24]2)([CH3:21])[CH2:19][CH2:18][C@H:17]([OH:27])[C:16]4([CH3:35])[CH3:36])=[CH:10][CH2:9]1)[CH3:7])[CH3:38]. Procedure details: 3β-tert-Butyldimethylsilyloxy-4,4-dimethylchola-5,7-dien-24-oic acid methyl ester (4.0 g) is suspended in a mixture of 60 ml of 96% ethanol, 10.1 ml of benzene and 10.1 ml of concentrated hydrogen chloride acid and refluxed for 3.5 hours. After aqueous work-up and column chromatography followed by crystallization from ethanol the title compound (1.37 g) is isolated. Melting point: 122-124° C. 1H-NMR (CDCl3, 300 MHz): δ=5.35 (1H, s); 4.13 (2H, q); 3.25 (1H, m). 1.25 (3H, t). MS: Calculated: 428.7... Starting materials: ice water, NC1=CC=C(C=C1)C=1SC2=C(N1)C=CC=C2 (2-(4'-aminophenyl) benzothiazole), BrBr (bromine). Run in C(Cl)Cl (CH2Cl2), C(Cl)Cl (CH2Cl2). Reaction conditions: temperature -5 celsius, time 2 minute. The product is NC1=C(C=C(C=C1)C=1SC2=C(N1)C=CC=C2)Br (2-(4'-amino-3'-bromophenyl)benzothiazole). Isolated yield 79.0%. As a reaction SMILES: [NH2:1][C:2]1[CH:7]=[CH:6][C:5]([C:8]2[S:9][C:10]3[CH:16]=[CH:15][CH:14]=[CH:13][C:11]=3[N:12]=2)=[CH:4][CH:3]=1.[Br:17]Br>C(Cl)Cl>[NH2:1][C:2]1[CH:3]=[CH:4][C:5]([C:8]2[S:9][C:10]3[CH:16]=[CH:15][CH:14]=[CH:13][C:11]=3[N:12]=2)=[CH:6][C:7]=1[Br:17]. Procedure details: To a solution of 2-(4'-aminophenyl) benzothiazole (0.45 g, 1.99 mmol) in CH2Cl2 (50 ml) was added a solution of bromine (0.32 g, 1.99 mmol) in CH2Cl2 (10 ml) at -5° C. After the reaction mixture had been stirred still at -5° C. for 2 minutes, it was poured into ice-water (400 ml). The resulting mixture was stirred for 40 minutes at room temperature. The organic layer was separated, washed with 10% aqueous sodium thiosulfate (50 ml×2) and water (60 ml×2), dried (MgSO4) and concentrated. The resid... Starting materials: CCc1cc(Br)cc(C)c1OCc1ccccc1, [Li]CCCC, COB(OC)OC, Cc1ccccc1, Cl, C1CCOC1, O, OO. Yields the product CCc1cc(O)cc(C)c1OCc1ccccc1. Reaction SMILES: [Br:1][c:2]1[cH:3][c:4]([CH2:17][CH3:18])[c:5]([O:9][CH2:10][c:11]2[cH:12][cH:13][cH:14][cH:15][cH:16]2)[c:6]([CH3:8])[cH:7]1.[CH2:19]([Li:20])[CH2:21][CH2:22][CH3:23].[CH3:24][O:25][B:26]([O:27][CH3:28])[O:29][CH3:30].[CH3:39][c:40]1[cH:41][cH:42][cH:43][cH:44][cH:45]1.[ClH:31].[O:34]1[CH2:35][CH2:36][CH2:37][CH2:38]1.[OH2:46].[OH:32][OH:33]>>[c:2]1([OH:25])[cH:3][c:4]([CH2:17][CH3:18])[c:5]([O:9][CH2:10][c:11]2[cH:12][cH:13][cH:14][cH:15][cH:16]2)[c:6]([CH3:8])[cH:7]1. The reactants are CC(C)(C)OC(=O)NCc1ccc(CO)cc1, ClC(Cl)Cl. The product is CC(C)(C)OC(=O)NCc1ccc(C=O)cc1. As a reaction SMILES: [C:1]([CH3:2])([CH3:3])([CH3:4])[O:5][C:6]([NH:7][CH2:8][c:9]1[cH:10][cH:11][c:12]([CH2:15][OH:16])[cH:13][cH:14]1)=[O:17].[CH:18]([Cl:19])([Cl:20])[Cl:21]>>[C:1]([CH3:2])([CH3:3])([CH3:4])[O:5][C:6]([NH:7][CH2:8][c:9]1[cH:10][cH:11][c:12]([CH:15]=[O:16])[cH:13][cH:14]1)=[O:17]. Reactants: N=1NN=C(C1)COC1=C(C=C(C=C1)N1N=NN=C1)F (1-(4-((2H-1,2,3-triazol-4-yl)methoxy)-3-fluorophenyl)-1H-tetrazole), C(C)C=1C=NC(=NC1)N1C[C@H]([C@H](CC1)O)F (cis-1-(5-ethylpyrimidin-2-yl)-3-fluoropiperidin-4-ol), N=1NN=C(C1)COC1=C(C=C(C=C1)N1N=NN=C1)F (1-(4-((2H-1,2,3-triazol-4-yl)methoxy)-3-fluorophenyl)-1H-tetrazole), C(C)C=1C=NC(=NC1)N1C[C@H]([C@H](CC1)O)F (cis-1-(5-ethylpyrimidin-2-yl)-3-fluoropiperidin-4-ol). Product: C(C)C=1C=NC(=NC1)N1C[C@H]([C@@H](CC1)N1N=CC(=N1)COC1=C(C=C(C=C1)N1N=NN=C1)F)F (5-Ethyl-2-((trans)-3-fluoro-4-(4-((2-fluoro-4-(1H-tetrazol-1-yl)phenoxy)methyl)-2H-1,2,3-triazol-2-yl)piperidin-1-yl)pyrimidine). RXN SMILES: [N:1]1[NH:2][N:3]=[C:4]([CH2:6][O:7][C:8]2[CH:13]=[CH:12][C:11]([N:14]3[CH:18]=[N:17][N:16]=[N:15]3)=[CH:10][C:9]=2[F:19])[CH:5]=1.[CH2:20]([C:22]1[CH:23]=[N:24][C:25]([N:28]2[CH2:33][CH2:32][C@H:31](O)[C@H:30]([F:35])[CH2:29]2)=[N:26][CH:27]=1)[CH3:21]>>[CH2:20]([C:22]1[CH:23]=[N:24][C:25]([N:28]2[CH2:33][CH2:32][C@@H:31]([N:2]3[N:3]=[C:4]([CH2:6][O:7][C:8]4[CH:13]=[CH:12][C:11]([N:14]5[CH:18]=[N:17][N:16]=[N:15]5)=[CH:10][C:9]=4[F:19])[CH:5]=[N:1]3)[C@H:30]([F:35])[CH2:29]2)=[N:26][CH:27]=1)[CH3:21]. Procedure: The title compound was synthesized using 1-(4-((2H-1,2,3-triazol-4-yl)methoxy)-3-fluorophenyl)-1H-tetrazole (Intermediate 16) and cis-1-(5-ethylpyrimidin-2-yl)-3-fluoropiperidin-4-ol (Intermediate 17) in a manner similar to that described in Example 29. Reactants: NC=1C(=NON1)C(NC1=CC(=C(C=C1)F)Cl)=NO (4-amino-N-(3-chloro-4-fluorophenyl)-N′-hydroxy-1,2,5-oxadiazole-3-carboximidamide), C(=O)(N1C=NC=C1)N1C=NC=C1 (1,1′-carbonyldiimidazole). The solvent is O1CCCC1 (tetrahydrofuran), O1CCCC1 (tetrahydrofuran). Conditions: temperature 25 celsius. Yields the product NC=1C(=NON1)C1=NOC(N1C1=CC(=C(C=C1)F)Cl)=O (3-(4-Amino-1,2,5-oxadiazol-3-yl)-4-(3-chloro-4-fluorophenyl)-1,2,4-oxadiazol-5(4H)-one). Yield: 102.0%. As a reaction SMILES: [NH2:1][C:2]1[C:3]([C:7](=[N:17][OH:18])[NH:8][C:9]2[CH:14]=[CH:13][C:12]([F:15])=[C:11]([Cl:16])[CH:10]=2)=[N:4][O:5][N:6]=1.[C:19](N1C=CN=C1)(N1C=CN=C1)=[O:20]>O1CCCC1>[NH2:1][C:2]1[C:3]([C:7]2[N:8]([C:9]3[CH:14]=[CH:13][C:12]([F:15])=[C:11]([Cl:16])[CH:10]=3)[C:19](=[O:20])[O:18][N:17]=2)=[N:4][O:5][N:6]=1. Reported procedure: A solution of 4-amino-N-(3-chloro-4-fluorophenyl)-N′-hydroxy-1,2,5-oxadiazole-3-carboximidamide (80 g, 0.29 mol) [see US Pat. App. Pub. No. 2006/0258719] in tetrahydrofuran (500 mL) was treated with a solution of 1,1′-carbonyldiimidazole (53 g, 0.32 mol) in tetrahydrofuran (200 mL) and heated at reflux for 1 h. The reaction mixture was cooled to 25° C. and concentrated to the point where a large amount of solid precipitated. The heterogeneous mixture was diluted with ethyl acetate (1.5 L) and wa... Starting materials: CCCCCC, CC(=O)OC(C)=O, COc1ccc(N)cc1, ClCCl. The product is COc1ccc(NC(C)=O)cc1. Reaction SMILES: [CH3:17][CH2:18][CH2:19][CH2:20][CH2:21][CH3:22].[CH3:1][C:2](=[O:3])[O:4][C:5](=[O:6])[CH3:7].[CH3:8][O:9][c:10]1[cH:11][cH:12][c:13]([NH2:16])[cH:14][cH:15]1.[Cl:23][CH2:24][Cl:25]>>[CH3:1][C:2](=[O:3])[NH:16][c:13]1[cH:12][cH:11][c:10]([O:9][CH3:8])[cH:15][cH:14]1. Reactants: ClC1=CC(=NC=C1)N=C=S (4-Chloro-2-pyridyl isothiocyanate), C(CCCCCCCCC)N=C=S (n-decylisothiocyanate). Reaction conditions: temperature 85 celsius, time 8 day. Yields the product ClC1=CC=2N(C(N(C(N2)=S)CCCCCCCCCC)=S)C=C1 (8-chloro 3-(n-decyl) pyrido (1,2-a) 1,3,5-triazine-2,4-dithione). As a reaction SMILES: [Cl:1][C:2]1[CH:7]=[CH:6][N:5]=[C:4]([N:8]=[C:9]=[S:10])[CH:3]=1.[CH2:11]([N:21]=[C:22]=[S:23])[CH2:12][CH2:13][CH2:14][CH2:15][CH2:16][CH2:17][CH2:18][CH2:19][CH3:20]>>[Cl:1][C:2]1[CH:7]=[CH:6][N:5]2[C:22](=[S:23])[N:21]([CH2:11][CH2:12][CH2:13][CH2:14][CH2:15][CH2:16][CH2:17][CH2:18][CH2:19][CH3:20])[C:9](=[S:10])[N:8]=[C:4]2[CH:3]=1. Procedure: 0.511 G. of 4-Chloro-2-pyridyl isothiocyanate and 1.8 g. of n-decylisothiocyanate are combined and heated at 85° C. for 20 hours. The temperature is lowered to 75° C. and continued for 8 days. The reaction mixture is cooled, triturated with ether, filtered, washed with water and dried affording 8-chloro 3-(n-decyl) pyrido (1,2-a) 1,3,5-triazine-2,4-dithione m.p. 153°-155° C. Starting materials: ClS(=O)(=O)C1=CC=C(C(=O)O)C=C1 (4-(chlorosulfonyl)benzoic acid), ClC=1C=C(N)C=CC1 (3-chloroaniline). Yields the product ClC=1C=C(C=CC1)NS(=O)(=O)C1=CC=C(C(=O)O)C=C1 (4-(N-(3-chlorophenyl)sulfamoyl)benzoic acid). RXN SMILES: Cl[S:2]([C:5]1[CH:13]=[CH:12][C:8]([C:9]([OH:11])=[O:10])=[CH:7][CH:6]=1)(=[O:4])=[O:3].[Cl:14][C:15]1[CH:16]=[C:17]([CH:19]=[CH:20][CH:21]=1)[NH2:18]>>[Cl:14][C:15]1[CH:16]=[C:17]([NH:18][S:2]([C:5]2[CH:13]=[CH:12][C:8]([C:9]([OH:11])=[O:10])=[CH:7][CH:6]=2)(=[O:4])=[O:3])[CH:19]=[CH:20][CH:21]=1. Procedure details: 4-(chlorosulfonyl)benzoic acid (22) (553 mg, 2.60 mmol) was treated with 3-chloroaniline (800 mg, 6.3 mmol) using method A to give 4-(N-(3-chlorophenyl)sulfamoyl)benzoic acid as an off white solid. Yield: 382 mg (49%). 1H-NMR: 10.73 (s, 1H), 8.09 (d, J=8.5 Hz, 2H), 7.88 (d, J=8.5 Hz, 2H), 7.27 (t, J=8.5 Hz, 1H), 7.13-7.04 (m, 3H).